describe an organic reaction: reactants, conditions, products, and yield From a dataset of the Open Reaction Database (ORD), a public repository of structured organic reaction records. Reactants: N#CCNc1ccc(Cl)cc1, O=C=NC(=O)c1c(Cl)cccc1Cl, c1ccccc1. The product is N#CCN(C(=O)NC(=O)c1c(Cl)cccc1Cl)c1ccc(Cl)cc1. RXN SMILES: [Cl:14][c:15]1[cH:16][cH:17][c:18]([NH:19][CH2:20][C:21]#[N:22])[cH:23][cH:24]1.[Cl:1][c:2]1[c:3]([C:4](=[O:5])[N:6]=[C:7]=[O:8])[c:9]([Cl:13])[cH:10][cH:11][cH:12]1.[cH:25]1[cH:26][cH:27][cH:28][cH:29][cH:30]1>>[Cl:1][c:2]1[c:3]([C:4](=[O:5])[NH:6][C:7](=[O:8])[N:19]([c:18]2[cH:17][cH:16][c:15]([Cl:14])[cH:24][cH:23]2)[CH2:20][C:21]#[N:22])[c:9]([Cl:13])[cH:10][cH:11][cH:12]1. Starting materials: CCOC(=O)c1cc2cc(O)c(Br)cc2[nH]1, CCCCP(CCCC)CCCC, CC(C)N1CCC(O)CC1, CC(C)(C)OC(=O)N=NC(=O)OC(C)(C)C, C1CCOC1. The product is CCOC(=O)c1cc2cc(OC3CCN(C(C)C)CC3)c(Br)cc2[nH]1. Reaction SMILES: [CH2:1]([CH3:2])[O:3][C:4](=[O:5])[c:6]1[nH:7][c:8]2[cH:9][c:10]([Br:16])[c:11]([OH:15])[cH:12][c:13]2[cH:14]1.[CH2:27]([P:28]([CH2:29][CH2:30][CH2:31][CH3:32])[CH2:33][CH2:34][CH2:35][CH3:36])[CH2:37][CH2:38][CH3:39].[CH:17]([CH3:18])([CH3:19])[N:20]1[CH2:21][CH2:22][CH:23]([OH:26])[CH2:24][CH2:25]1.[N:40]([C:41]([O:42][C:43]([CH3:44])([CH3:45])[CH3:46])=[O:47])=[N:48][C:49]([O:50][C:51]([CH3:52])([CH3:53])[CH3:54])=[O:55].[O:56]1[CH2:57][CH2:58][CH2:59][CH2:60]1>>[CH2:1]([CH3:2])[O:3][C:4](=[O:5])[c:6]1[nH:7][c:8]2[cH:9][c:10]([Br:16])[c:11]([O:15][CH:23]3[CH2:22][CH2:21][N:20]([CH:17]([CH3:18])[CH3:19])[CH2:25][CH2:24]3)[cH:12][c:13]2[cH:14]1. Starting materials: C=C(OCC)c1cnc2c(ccn2S(=O)(=O)c2ccccc2)c1, Cc1ccccc1, Cl. Reaction SMILES: [CH2:1]([CH3:2])[O:3][C:4](=[CH2:5])[c:6]1[cH:7][c:8]2[c:9]([n:10][cH:11]1)[n:12]([S:15](=[O:16])(=[O:17])[c:18]1[cH:19][cH:20][cH:21][cH:22][cH:23]1)[cH:13][cH:14]2.[CH3:25][c:26]1[cH:27][cH:28][cH:29][cH:30][cH:31]1.[ClH:24]>>[O:3]=[C:4]([CH3:5])[c:6]1[cH:7][c:8]2[c:9]([n:10][cH:11]1)[n:12]([S:15](=[O:16])(=[O:17])[c:18]1[cH:19][cH:20][cH:21][cH:22][cH:23]1)[cH:13][cH:14]2. The product is CC(=O)c1cnc2c(ccn2S(=O)(=O)c2ccccc2)c1. Reactants: BrCCCCCOC1=C(C2=C(C(CCO2)=O)C=C1)CCC (7-[(5-bromopentyl)oxy]-2,3-dihydro-8-propyl-4H-1-benzopyran-4-one), C(C)OC(=O)C=1OC2=C(C1)C=CC=C2O (7-hydroxy-2-benzofurancarboxylic acid ethyl ester), C([O-])([O-])=O.[K+].[K+] (potassium carbonate), O.[OH-].[Li+] (lithium hydroxide monohydrate), ester, S(O)(O)(=O)=O (sulfuric acid). The solvent is C(C)(=O)OCC (ethyl acetate), CCOCC (ether), CC(CC)=O (2-butanone), C1CCOC1 (THF), O (water). Yields the product O=C1CCOC2=C1C=CC(=C2CCC)OCCCCCOC2=CC=CC=1C=C(OC12)C(=O)O (7-[5-[(3,4-Dihydro-4-oxo-8-propyl-2H-1-benzopyran-7-yl)oxy]pentyloxy]-2-benzofurancarboxylic Acid). Yield: 26.0%. Reaction SMILES: Br[CH2:2][CH2:3][CH2:4][CH2:5][CH2:6][O:7][C:8]1[CH:18]=[CH:17][C:11]2[C:12](=[O:16])[CH2:13][CH2:14][O:15][C:10]=2[C:9]=1[CH2:19][CH2:20][CH3:21].C([O:24][C:25]([C:27]1[O:28][C:29]2[C:35]([OH:36])=[CH:34][CH:33]=[CH:32][C:30]=2[CH:31]=1)=[O:26])C.C(=O)([O-])[O-].[K+].[K+].O.[OH-].[Li+].S(=O)(=O)(O)O>C1COCC1.O.C(OCC)(=O)C.CCOCC.CC(=O)CC>[O:16]=[C:12]1[C:11]2[CH:17]=[CH:18][C:8]([O:7][CH2:6][CH2:5][CH2:4][CH2:3][CH2:2][O:36][C:35]3[C:29]4[O:28][C:27]([C:25]([OH:26])=[O:24])=[CH:31][C:30]=4[CH:32]=[CH:33][CH:34]=3)=[C:9]([CH2:19][CH2:20][CH3:21])[C:10]=2[O:15][CH2:14][CH2:13]1 |f:2.3.4,5.6.7|. Procedure: A mixture of 0.556 g (1.57 mmol) of 7-[(5-bromopentyl)oxy]-2,3-dihydro-8-propyl-4H-1-benzopyran-4-one, 0.323 g (1.57 mmol) of 7-hydroxy-2-benzofurancarboxylic acid ethyl ester, 0.866 g (6.26 mmol) of anhydrous granular potassium carbonate and 16 mL of 2-butanone was stirred and refluxed for 16.5 hrs. The resulting slurry was filtered with suction and the solids were washed thoroughly with ethyl acetate. The filtrate and washes were combined and concentrated in vacuo and the residue was purified ... Reactants: O.NN (Hydrazine hydrate), C(#N)N=C(NC(C(=O)C1=CC=CC=C1)C)SC (2-(3-cyano-2-methyl-1-isothioureido)propiophenone), C[O-].[Na+] (sodium methoxide). Run in CO (methanol). Conditions: time 1 hour. The product is C(#N)NC=1NN=C(C(N1)C)C1=CC=CC=C1 (3-cyanoamino-5-methyl-6-phenyl-2,5-dihydro-1,2,4-triazine). Isolated yield 50.6%. As a reaction SMILES: O.[NH2:2][NH2:3].[C:4]([N:6]=[C:7](SC)[NH:8][CH:9]([CH3:18])[C:10]([C:12]1[CH:17]=[CH:16][CH:15]=[CH:14][CH:13]=1)=O)#[N:5].C[O-].[Na+]>CO>[C:4]([NH:6][C:7]1[NH:2][N:3]=[C:10]([C:12]2[CH:17]=[CH:16][CH:15]=[CH:14][CH:13]=2)[CH:9]([CH3:18])[N:8]=1)#[N:5] |f:0.1,3.4|. Reported procedure: Hydrazine hydrate (4.55 g) was added to a solution of 2-(3-cyano-2-methyl-1-isothioureido)propiophenone (5.43 g) in methanol (20 ml), and the mixture was allowed to stand at room temperature for 1 hour. After addition of catalytic amount of sodium methoxide to the solution, the mixture was allowed to stand at room temperature for 2 hours with occasional shaking. The resultant preapitates were collected, washed successively with methanol, water and methanol and dried. Thus obtained product was di... Reactants: COc1ccccc1OCCNC(=O)OC(C)(C)C, ClCCl, O=C(O)C(F)(F)F. Product: COc1ccccc1OCCN. Reaction SMILES: [CH3:1][O:2][c:3]1[c:4]([O:5][CH2:6][CH2:7][NH:8][C:9](=[O:10])[O:11][C:12]([CH3:13])([CH3:14])[CH3:15])[cH:16][cH:17][cH:18][cH:19]1.[Cl:20][CH2:21][Cl:22].[F:23][C:24]([F:25])([F:26])[C:27]([OH:28])=[O:29]>>[CH3:1][O:2][c:3]1[c:4]([O:5][CH2:6][CH2:7][NH2:8])[cH:16][cH:17][cH:18][cH:19]1. Starting materials: ClCCl, CN(C)C=O, COc1ccc(C(=O)O)c(O)c1, O=S(Cl)Cl. The product is COc1ccc(C(=O)Cl)c(O)c1. RXN SMILES: [Cl:22][CH2:23][Cl:24].[O:17]=[CH:18][N:19]([CH3:20])[CH3:21].[OH:1][c:2]1[c:3]([C:4](=[O:5])[OH:6])[cH:7][cH:8][c:9]([O:11][CH3:12])[cH:10]1.[S:13]([Cl:14])([Cl:15])=[O:16]>>[OH:1][c:2]1[c:3]([C:4](=[O:5])[Cl:15])[cH:7][cH:8][c:9]([O:11][CH3:12])[cH:10]1.